This data is from the Open Reaction Database (ORD), a public repository of structured organic reaction records. The task is: describe an organic reaction: reactants, conditions, products, and yield The reactants are C(C1=CC=CC=C1)OC=1C=C(C=CC1OC)C(C(=O)O)OC ((RS)-(3-benzyloxy-4-methoxy-phenyl)-methoxy-acetic acid). The reagents and catalysts are [Pd] (Pd/C). Run in C(C)O (ethanol). Conditions: time 17 hour. Yields the product OC=1C=C(C=CC1OC)C(C(=O)O)OC ((RS)-(3-hydroxy-4-methoxy-phenyl)-methoxy-acetic acid). Isolated yield 99.1%. As a reaction SMILES: C([O:8][C:9]1[CH:10]=[C:11]([CH:17]([O:21][CH3:22])[C:18]([OH:20])=[O:19])[CH:12]=[CH:13][C:14]=1[O:15][CH3:16])C1C=CC=CC=1>C(O)C.[Pd]>[OH:8][C:9]1[CH:10]=[C:11]([CH:17]([O:21][CH3:22])[C:18]([OH:20])=[O:19])[CH:12]=[CH:13][C:14]=1[O:15][CH3:16]. Procedure: To a stirred solution of (RS)-(3-benzyloxy-4-methoxy-phenyl)-methoxy-acetic acid (0.923 g) at rt in ethanol was added 10% Pd/C. The mixture was then stirred at rt under a hydrogen atmosphere for 17 h. The catalyst was filtered off and washed with dichloromethane. The filtrate was concentrated (rotavapor) to give (RS)-(3-hydroxy-4-methoxy-phenyl)-methoxy-acetic acid (0.642 g) as an orange gum. Starting materials: CC1=NN=C(c2ccc([N+](=O)[O-])c(C)c2)c2cc3c(cc2C1)OCO3, CC#N, C1COCCO1. Product: Cc1cc(C2=NN=C(C=O)Cc3cc4c(cc32)OCO4)ccc1[N+](=O)[O-]. Reaction SMILES: [CH3:1][C:2]1=[N:3][N:4]=[C:5]([c:16]2[cH:17][c:18]([CH3:25])[c:19]([N+:22](=[O:23])[O-:24])[cH:20][cH:21]2)[c:6]2[c:7]([cH:9][c:10]3[c:11]([cH:12]2)[O:13][CH2:14][O:15]3)[CH2:8]1.[CH3:32][C:33]#[N:34].[O:26]1[CH2:27][CH2:28][O:29][CH2:30][CH2:31]1>>[CH:1]([C:2]1=[N:3][N:4]=[C:5]([c:16]2[cH:17][c:18]([CH3:25])[c:19]([N+:22](=[O:23])[O-:24])[cH:20][cH:21]2)[c:6]2[c:7]([cH:9][c:10]3[c:11]([cH:12]2)[O:13][CH2:14][O:15]3)[CH2:8]1)=[O:26]. Conditions: temperature 150 celsius. Reaction SMILES: [C:1]1([CH3:11])[CH:6]=[CH:5][C:4](S([O-])(=O)=O)=[CH:3][CH:2]=1.[CH3:12][O:13][C:14]1[CH:15]=[CH:16][C:17]2[S:21][C:20]([CH3:22])=[N+:19]([CH2:23][CH3:24])[C:18]=2[CH:25]=1.[CH3:26]O.[I-:28].[Na+].[CH3:30][C:31](C)=[O:32]>>[I-:28].[CH3:12][O:13][C:14]1[CH:15]=[CH:16][C:17]2[S:21][C:20]([CH:22]=[C:31]3[CH:30]=[C:11]([CH3:26])[C:1]4[C:6](=[CH:5][CH:4]=[CH:3][CH:2]=4)[O:32]3)=[N+:19]([CH2:23][CH3:24])[C:18]=2[CH:25]=1 |f:0.1,3.4,6.7|. Isolated yield 38.0%. Procedure details: 2.15 g of 5-methoxy-3-ethyl-2-methylbenzothiazolium p-toluenesulfonate and 1.0 g of 4-methylcoumarin-2-thione were reacted under heat at 150° C. for 20 hours, and then 15 ml of methanol and 12 ml of acetone were added to the reaction mixture to obtain a uniform solution. 1.7 g of sodium iodide (in the form of a solution in 5 ml of acetone) was added dropwise to said solution and stirred at room temperature, whereby crystals precipitated out therefrom. The crystals formed were separated by filtra... Product: [I-].COC=1C=CC2=C([N+](=C(S2)C=C2OC3=CC=CC=C3C(=C2)C)CC)C1 (5-Methoxy-3-ethyl-2-{(4-methyl-2H-chromen-2-ylidene)-methyl}benzothiazolium iodide). Starting materials: CO (methanol), CC(=O)C (acetone), C1(=CC=C(C=C1)S(=O)(=O)[O-])C.COC=1C=CC2=C([N+](=C(S2)C)CC)C1 (5-methoxy-3-ethyl-2-methylbenzothiazolium p-toluenesulfonate), 4-methylcoumarin-2-thione, [I-].[Na+] (sodium iodide), CC(=O)C (acetone). Starting materials: OC(C)(C=C)CCC=C(C)CCC=C(C)C (nerolidol), C(CCC)[Li] (n-butyllithium), CCOCC (ether), C(C)C(C(=O)Cl)(C(=O)Cl)C(C)CC (ethyl 2-(2-butyl)malonyl chloride). Product: CC(CC)C(C(=O)OCC)C(=O)OC(C=C)(CCC=C(CCC=C(C)C)C)C (Ethyl 3,7,11-Trimethyl-1,6,10-dodecatriene-3-yl 2-(2-Butyl)malonate). Reaction SMILES: [OH:1][C:2]([CH2:6][CH2:7][CH:8]=[C:9]([CH2:11][CH2:12][CH:13]=[C:14]([CH3:16])[CH3:15])[CH3:10])([CH:4]=[CH2:5])[CH3:3].C([Li])C[CH2:19][CH3:20].C([C:24]([CH:31]([CH2:33][CH3:34])[CH3:32])([C:28](Cl)=[O:29])[C:25](Cl)=[O:26])C.CC[O:37]CC>>[CH3:32][CH:31]([CH:24]([C:25]([O:1][C:2]([CH3:3])([CH2:6][CH2:7][CH:8]=[C:9]([CH3:10])[CH2:11][CH2:12][CH:13]=[C:14]([CH3:16])[CH3:15])[CH:4]=[CH2:5])=[O:26])[C:28]([O:29][CH2:19][CH3:20])=[O:37])[CH2:33][CH3:34]. Reported procedure: To a solution of nerolidol (5.3 g, 0.024 mole) in 20 ml of dry ether, n-butyllithium (9.6 ml, 0.024 mole, 2.5M in hexane) was added with stirring under a blanket of dry nitrogen. The reaction mixture was cooled by means of a dry ice-acetone bath. Upon completion of addition, ethyl 2-(2-butyl)malonyl chloride (5.0 g, 0.024 mole) was added slowly. After addition was completed, the mixture was allowed to warm to room temperature with stirring for a period of 4 hours. Reactants: CC1=NC(=NC=C1)SC (4-Methyl-2-(methylthio)pyrimidine), [Li+].C[Si](C)(C)[N-][Si](C)(C)C (LHMDS), C(C)(=O)OCC1=CC=CC=C1 (Benzyl Acetate). Solvent: C1CCOC1 (THF). Reaction conditions: time 15 minute. The product is CSC1=NC=CC(=N1)CC(C)=O (1-(2-Methylsulfanyl-pyrimidin-4-yl)-propan-2-one). Yield: 49.5%. Reaction SMILES: [CH3:1][C:2]1[CH:7]=[CH:6][N:5]=[C:4]([S:8][CH3:9])[N:3]=1.[Li+].C[Si]([N-][Si](C)(C)C)(C)C.[C:20](OCC1C=CC=CC=1)(=[O:22])[CH3:21]>C1COCC1>[CH3:9][S:8][C:4]1[N:3]=[C:2]([CH2:1][C:20](=[O:22])[CH3:21])[CH:7]=[CH:6][N:5]=1 |f:1.2|. Procedure: To a solution of 4-Methyl-2-(methylthio)pyrimidine (1) (3 g, 21.40 mmol) in THF (35.7 mL) at −10° C. was added LHMDS (32.1 mL, 32.1 mmol, 1M in THF). The resulting reaction was warmed to rt and stirred for 15 minutes, after which time the reaction was cooled back to −10° C. and Benzyl Acetate (3.21 mL, 23.54 mmol) was added. The reaction was then warmed to rt and stirred for 1 hour, after which time complete conversion to product was observed by LCMS. TLC after 1 hour still showed the presence o... Reactants: C(CCCCCC)[C@@H](C(=O)O)CC=C ((2R)-2-Heptyl-pent-4-enoic acid), II (iodine), KHCO3. Solvent: C1CCOC1.O (THF H2O), CCOCC (ether). Reaction conditions: time 18 hour. Product: C(CCCCCC)[C@H]1C(O[C@H](C1)CI)=O ((3R,5R)-3-Heptyl-5-iodomethyl-dihydrofuran-2-one), iodo-trans lactone. Isolated yield 29.0%. RXN SMILES: [CH2:1]([C@H:8]([CH2:12][CH:13]=[CH2:14])[C:9]([OH:11])=[O:10])[CH2:2][CH2:3][CH2:4][CH2:5][CH2:6][CH3:7].[I:15]I>C1COCC1.O.CCOCC>[CH2:1]([C@@H:8]1[CH2:12][C@H:13]([CH2:14][I:15])[O:10][C:9]1=[O:11])[CH2:2][CH2:3][CH2:4][CH2:5][CH2:6][CH3:7] |f:2.3|. Procedure: To a solution of 7.14 g (0.036 mol) of the product of Example 5 in 750 mL of THF/H2O (2:1), cooled to 0 degrees, was added 7.22 g (0.072 mol) of KHCO3 followed by 11.97 g (0.072 mol) of KI and then 18.30 g (0.072 mol) of iodine. The reaction was allowed to warn to room temperature and stirred for 18 h. The resulting mixture was diluted with ether and the organic layer was washed with aqueous sodium bisulfite solution, H2O and brine, dried over MgSO4, filtered and concentrated in vacuo. The resid... Starting materials: C1(=CC=CC=C1)P(C1=CC=CC=C1)C1=CC=CC=C1 (triphenylphosphine), N(=NC(=O)OC(C)C)C(=O)OC(C)C (diisopropyl azodicarboxylate), C(C1=CC=CC=C1)OC1=CC(=C(C(=O)OC)C=C1)O (methyl 4-benzyloxy-2-hydroxybenzoate), C1(=C(C=CC=C1)C(C)O)C (1-o-tolylethanol). Run in C1CCOC1 (THF), C1CCOC1 (THF). Conditions: time 15 minute. Product: C(C1=CC=CC=C1)OC1=CC(=C(C(=O)OC)C=C1)OC(C)C1=C(C=CC=C1)C (methyl 4-benzyloxy-2-(1-o-tolyiethoxy)benzoate). The yield is 72.1%. As a reaction SMILES: C1(P(C2C=CC=CC=2)C2C=CC=CC=2)C=CC=CC=1.N(C(OC(C)C)=O)=NC(OC(C)C)=O.[CH2:34]([O:41][C:42]1[CH:51]=[CH:50][C:45]([C:46]([O:48][CH3:49])=[O:47])=[C:44]([OH:52])[CH:43]=1)[C:35]1[CH:40]=[CH:39][CH:38]=[CH:37][CH:36]=1.[C:53]1([CH3:62])[CH:58]=[CH:57][CH:56]=[CH:55][C:54]=1[CH:59](O)[CH3:60]>C1COCC1>[CH2:34]([O:41][C:42]1[CH:51]=[CH:50][C:45]([C:46]([O:48][CH3:49])=[O:47])=[C:44]([O:52][CH:59]([C:54]2[CH:55]=[CH:56][CH:57]=[CH:58][C:53]=2[CH3:62])[CH3:60])[CH:43]=1)[C:35]1[CH:36]=[CH:37][CH:38]=[CH:39][CH:40]=1. Procedure: A solution of triphenylphosphine(5.48 g) in dry THF (35 mL) is treated with diisopropyl azodicarboxylate (4.23 g) at 0-5° C. and stirred for 15 minutes. The suspension is treated dropwise with a solution of methyl 4-benzyloxy-2-hydroxybenzoate (2.7 g) and 1-o-tolylethanol (1.42 g) in dry THF (35 mL) during 25 minutes at 0-5° C. and then stirred at 0-5° C. for 1 hour and at 25° C. for 24 hours. The mixture is evaporated and the residual gum purified by flash chromatography on silica, eluting with...